The task is: describe an organic reaction: reactants, conditions, products, and yield. This data is from the Open Reaction Database (ORD), a public repository of structured organic reaction records. Reactants: CCC(C(=O)N1C(=O)OCC1Cc1ccccc1)C(O[Si](C)(C)C)c1cccc(OCC2CCCCC2)c1, O=C1NCCO1. The product is CCC(CO)C(O[Si](C)(C)C)c1cccc(OCC2CCCCC2)c1. As a reaction SMILES: [CH2:7]([CH:8]1[CH2:9][O:10][C:11](=[O:12])[N:13]1[C:20]([CH:21]([CH2:22][CH3:23])[CH:24]([O:25][Si:26]([CH3:27])([CH3:28])[CH3:29])[c:30]1[cH:31][c:32]([O:36][CH2:37][CH:38]2[CH2:39][CH2:40][CH2:41][CH2:42][CH2:43]2)[cH:33][cH:34][cH:35]1)=[O:44])[c:14]1[cH:15][cH:16][cH:17][cH:18][cH:19]1.[O:1]1[CH2:2][CH2:3][NH:4][C:5]1=[O:6]>>[CH2:20]([CH:21]([CH2:22][CH3:23])[CH:24]([O:25][Si:26]([CH3:27])([CH3:28])[CH3:29])[c:30]1[cH:31][c:32]([O:36][CH2:37][CH:38]2[CH2:39][CH2:40][CH2:41][CH2:42][CH2:43]2)[cH:33][cH:34][cH:35]1)[OH:44]. Product: [N+](=O)([O-])C1=C(CO)C(=CC=C1)[N+](=O)[O-] (2,6-dinitrobenzyl alcohol). Starting materials: CO (methanol), [BH4-].[Na+] (sodium borohydride), [N+](=O)([O-])C1=C(C=O)C(=CC=C1)[N+](=O)[O-] (2,6-dinitrobenzaldehyde). Reaction conditions: time 30 minute. Reaction SMILES: [BH4-].[Na+].CO.[N+:5]([C:8]1[CH:15]=[CH:14][CH:13]=[C:12]([N+:16]([O-:18])=[O:17])[C:9]=1[CH:10]=[O:11])([O-:7])=[O:6]>[OH-].[Na+]>[N+:5]([C:8]1[CH:15]=[CH:14][CH:13]=[C:12]([N+:16]([O-:18])=[O:17])[C:9]=1[CH2:10][OH:11])([O-:7])=[O:6] |f:0.1,4.5|. The yield is 89.3%. Procedure details: 11.0 g of sodium borohydride were dissolved in 160 ml of 0.2N sodium hydroxide at room temperature. The resulting solution was dropwise added to a methanol solution comprising 100 g of 2,6-dinitrobenzaldehyde. This was stirred for 30 minutes at room temperature. Afterwards, methanol was removed therefrom by distillation, and the residue was extracted several times each with diethyl ether. The ether extracts were dried with anhydrous magnesium sulfate and filtered. The solvent was removed under r... The solvent is [OH-].[Na+] (sodium hydroxide).